This data is from the Open Reaction Database (ORD), a public repository of structured organic reaction records. The task is: describe an organic reaction: reactants, conditions, products, and yield Starting materials: FC(OC=1C=C(C=CC1)C1=COC2=C1C=C(C=C2)C(=O)NN)(F)F (3-[3-(trifluoromethoxy)phenyl]-1-benzofuran-5-carbohydrazide), C(C)(=O)OCC(=O)Cl (acetoxyacetyl chloride). Yields the product C(C)(=O)OCC(NNC(=O)C=1C=CC2=C(C(=CO2)C2=CC(=CC=C2)OC(F)(F)F)C1)=O (2-oxo-2-[2-[[3-[3-(trifluoromethoxy)phenyl]-1-benzofuran-5-yl]carbonyl]hydrazino]ethyl acetate). Yield: 94.0%. RXN SMILES: [F:1][C:2]([F:24])([F:23])[O:3][C:4]1[CH:5]=[C:6]([C:10]2[C:14]3[CH:15]=[C:16]([C:19]([NH:21][NH2:22])=[O:20])[CH:17]=[CH:18][C:13]=3[O:12][CH:11]=2)[CH:7]=[CH:8][CH:9]=1.[C:25]([O:28][CH2:29][C:30](Cl)=[O:31])(=[O:27])[CH3:26]>>[C:25]([O:28][CH2:29][C:30](=[O:31])[NH:22][NH:21][C:19]([C:16]1[CH:17]=[CH:18][C:13]2[O:12][CH:11]=[C:10]([C:6]3[CH:7]=[CH:8][CH:9]=[C:4]([O:3][C:2]([F:23])([F:1])[F:24])[CH:5]=3)[C:14]=2[CH:15]=1)=[O:20])(=[O:27])[CH3:26]. Procedure details: In the same manner as in Reference Example 61 and using 3-[3-(trifluoromethoxy)phenyl]-1-benzofuran-5-carbohydrazide instead of ethyl 2-aminoisonicotinate and acetoxyacetyl chloride instead of 3-phenylpropanoyl chloride, the title compound (yield 94%) was obtained as colorless crystals. Starting materials: Br, O=c1[nH]c2cc(Cl)c(Cl)cc2n1CCCO, O. The product is O=c1[nH]c2cc(Cl)c(Cl)cc2n1CCCBr. As a reaction SMILES: [BrH:17].[Cl:1][c:2]1[cH:3][c:4]2[c:5]([n:6]([CH2:10][CH2:11][CH2:12][OH:13])[c:7](=[O:9])[nH:8]2)[cH:14][c:15]1[Cl:16].[OH2:18]>>[Cl:1][c:2]1[cH:3][c:4]2[c:5]([n:6]([CH2:10][CH2:11][CH2:12][Br:17])[c:7](=[O:9])[nH:8]2)[cH:14][c:15]1[Cl:16]. Starting materials: C(C1=CC=CC=C1)OC1=C(OCC(=O)O)C=CC(=C1)CCN[C@H]([C@@H](C1=CC=C(C=C1)O)O)C (2-[2-benzyloxy-4-[2-[[(1S,2R)-2-hydroxy-2-(4-hydroxyphenyl)-1-methylethyl]amino]ethyl]phenoxy]acetic acid). Reagents/catalysts: [C].[Pd] (palladium carbon). Solvent: C(C)(=O)O (acetic acid). Reaction conditions: time 50 minute. Product: OC1=C(OCC(=O)O)C=CC(=C1)CCN[C@H]([C@@H](C1=CC=C(C=C1)O)O)C (2-[2-hydroxy-4-[2-[[(1S,2R)-2-hydroxy-2-(4-hydroxyphenyl)-1-methylethyl]amino]ethyl]phenoxy]acetic acid). Isolated yield 99.2%. As a reaction SMILES: C([O:8][C:9]1[CH:19]=[C:18]([CH2:20][CH2:21][NH:22][C@@H:23]([CH3:33])[C@H:24]([OH:32])[C:25]2[CH:30]=[CH:29][C:28]([OH:31])=[CH:27][CH:26]=2)[CH:17]=[CH:16][C:10]=1[O:11][CH2:12][C:13]([OH:15])=[O:14])C1C=CC=CC=1>C(O)(=O)C.[C].[Pd]>[OH:8][C:9]1[CH:19]=[C:18]([CH2:20][CH2:21][NH:22][C@@H:23]([CH3:33])[C@H:24]([OH:32])[C:25]2[CH:26]=[CH:27][C:28]([OH:31])=[CH:29][CH:30]=2)[CH:17]=[CH:16][C:10]=1[O:11][CH2:12][C:13]([OH:15])=[O:14] |f:2.3|. Procedure: To a solution of 2-[2-benzyloxy-4-[2-[[(1S,2R)-2-hydroxy-2-(4-hydroxyphenyl)-1-methylethyl]amino]ethyl]phenoxy]acetic acid (97 mg) in acetic acid (4 ml) was added 10% palladium carbon (wet, 50% water) (30 mg), and the mixture was stirred for 50 minutes at room temperature under a hydrogen atmosphere. The catalyst was filtered off, and the solvent was removed under reduced pressure. After addition of ethyl acetate to the residue, collection of the resulting insoluble material by filtration gave 2... The reactants are C(C)C1=[N+](C(=CC(=C1)[N+](=O)[O-])C)[O-] (2-Ethyl-6-methyl-4-nitropyridine N-oxide), C(C)(=O)Br (acetyl bromide). Run in C(C)(=O)O (acetic acid). Reaction conditions: time 2 hour. Yields the product BrC1=CC(=NC(=C1)C)CC (4-Bromo-2-ethyl-6-methylpyridine). Isolated yield 75.0%. As a reaction SMILES: [CH2:1]([C:3]1[CH:8]=[C:7]([N+]([O-])=O)[CH:6]=[C:5]([CH3:12])[N+:4]=1[O-])[CH3:2].C([Br:17])(=O)C>C(O)(=O)C>[Br:17][C:7]1[CH:6]=[C:5]([CH3:12])[N:4]=[C:3]([CH2:1][CH3:2])[CH:8]=1. Reported procedure: 2-Ethyl-6-methyl-4-nitropyridine N-oxide (36.4 g) was added to 60 g of acetic acid and the mixture was warmed to give a clear solution which was cooled to 15°-20° C. and treated dropwise, keeping the temperature below 25° C., with 49.2 g of acetyl bromide. After addition was complete, the mixture was stirred at room temperature for 11/2 hours and then slowly warmed to 65°-70° C. and kept in this temperature range for 24 hours. The acetic acid and volatile components were removed in vacuo and 200... The reactants are BrC=1C=NC=CC1CN ((3-bromopyridin-4-yl) methanamine), C(=O)([O-])[O-].[Na+].[Na+] (Na2CO3), C(C)(=O)Cl (acetyl chloride). Solvent: C(Cl)Cl (DCM), C(Cl)Cl (DCM). Run at time 3 hour. Yields the product BrC=1C=NC=CC1CNC(C)=O (N-(3-Bromo-pyridin-4-ylmethyl)-acetamide). The yield is 48.2%. Reaction SMILES: [Br:1][C:2]1[CH:3]=[N:4][CH:5]=[CH:6][C:7]=1[CH2:8][NH2:9].C([O-])([O-])=O.[Na+].[Na+].[C:16](Cl)(=[O:18])[CH3:17]>C(Cl)Cl>[Br:1][C:2]1[CH:3]=[N:4][CH:5]=[CH:6][C:7]=1[CH2:8][NH:9][C:16](=[O:18])[CH3:17] |f:1.2.3|. Reported procedure: To a solution of (3-bromopyridin-4-yl) methanamine (3.5 g, 19 mmol) in DCM (880 mL) is added Na2CO3 (3.0 g, 28 mmol), then acetyl chloride (1.6 g, 21 mmol) is added at 0° C. under N2 atmosphere. The mixture is stirred at room temperature for 3 hrs and then it is diluted with DCM. The mixture is washed with water and brine, dried over Na2SO4, filtered and concentrated to give the crude product. Purification by flash column chromatography affords 2.1 g of N-(3-Bromo-pyridin-4-ylmethyl)-acetamide. Starting materials: ClC1=C(C=CC(=C1)C#N)O (2-chloro-4-cyanophenol), Cl (hydrogen chloride), C(C)OCC (ethyl ether). Solvent: CO (methanol). Conditions: time 8 hour. The product is Cl.ClC1=C(C=CC(=C1)C=NOC)O (2-chloro-4-methoxyiminomethylphenol hydrochloride). As a reaction SMILES: [Cl:1][C:2]1[CH:7]=[C:6]([C:8]#[N:9])[CH:5]=[CH:4][C:3]=1[OH:10].Cl.[CH2:12]([O:14]CC)C>CO>[ClH:1].[Cl:1][C:2]1[CH:7]=[C:6]([CH:8]=[N:9][O:14][CH3:12])[CH:5]=[CH:4][C:3]=1[OH:10] |f:4.5|. Procedure details: While being cooled in ice, a solution of 4.5 g of 2-chloro-4-cyanophenol in 50 ml of methanol was saturated with dried gaseous hydrogen chloride (HCl). The solution was left standing overnight at room temperature and mixed with 100 ml of ethyl ether to precipitate crystals which were collected by filtration to obtain 4.0 g of 2-chloro-4-methoxyiminomethylphenol hydrochloride.